From a dataset of the Open Reaction Database (ORD), a public repository of structured organic reaction records. describe an organic reaction: reactants, conditions, products, and yield The reactants are BrCCOCc1ccccc1, CN(C)C=O, N#Cc1ccc2c(C3CCCCC3)c[nH]c2n1, [H-], [Na+], O. Yields the product N#Cc1ccc2c(C3CCCCC3)cn(CCOCc3ccccc3)c2n1. RXN SMILES: [Br:20][CH2:21][CH2:22][O:23][CH2:24][c:25]1[cH:26][cH:27][cH:28][cH:29][cH:30]1.[CH3:32][N:33]([CH3:34])[CH:35]=[O:36].[CH:1]1([c:7]2[cH:8][nH:9][c:10]3[n:11][c:12]([C:16]#[N:17])[cH:13][cH:14][c:15]23)[CH2:2][CH2:3][CH2:4][CH2:5][CH2:6]1.[H-:18].[Na+:19].[OH2:31]>>[CH:1]1([c:7]2[cH:8][n:9]([CH2:21][CH2:22][O:23][CH2:24][c:25]3[cH:26][cH:27][cH:28][cH:29][cH:30]3)[c:10]3[n:11][c:12]([C:16]#[N:17])[cH:13][cH:14][c:15]23)[CH2:2][CH2:3][CH2:4][CH2:5][CH2:6]1.